describe an organic reaction: reactants, conditions, products, and yield From a dataset of the Open Reaction Database (ORD), a public repository of structured organic reaction records. Reactants: O.NN (hydrazine hydrate), C(C)(C)(C)OC(=O)NC[C@@H]1CC[C@H](CC1)C1=CC=C(C=C1)NC(C(=O)OC)=O (methyl {[4-(trans-4-{[(tert-butoxycarbonyl)amino]methyl}cyclohexyl)phenyl]amino}(oxo)acetate), Intermediate 18.1. The solvent is CCO (EtOH). The product is N(N)C(C(=O)NC1=CC=C(C=C1)[C@@H]1CC[C@H](CC1)CNC(OC(C)(C)C)=O)=O (tert-Butyl {[trans-4-(4-{[hydrazino(oxo)acetyl]amino}phenyl)cyclohexyl]methyl}carbamate). RXN SMILES: O.[NH2:2][NH2:3].[C:4]([O:8][C:9]([NH:11][CH2:12][C@H:13]1[CH2:18][CH2:17][C@H:16]([C:19]2[CH:24]=[CH:23][C:22]([NH:25][C:26](=[O:31])[C:27]([O:29]C)=O)=[CH:21][CH:20]=2)[CH2:15][CH2:14]1)=[O:10])([CH3:7])([CH3:6])[CH3:5]>CCO>[NH:2]([C:27](=[O:29])[C:26]([NH:25][C:22]1[CH:21]=[CH:20][C:19]([C@H:16]2[CH2:17][CH2:18][C@H:13]([CH2:12][NH:11][C:9](=[O:10])[O:8][C:4]([CH3:6])([CH3:7])[CH3:5])[CH2:14][CH2:15]2)=[CH:24][CH:23]=1)=[O:31])[NH2:3] |f:0.1|. Procedure details: Prepared using hydrazine hydrate in EtOH from methyl {[4-(trans-4-{[(tert-butoxycarbonyl)amino]methyl}cyclohexyl)phenyl]amino}(oxo)acetate as described for Intermediate 18.1 1H NMR δ 0.99-1.06 (2H, m), 1.37-1.42 (12H, m), 1.77-1.80 (4H, m), 2.39-2.49 (1H, m), 2.81 (2H, t), 4.60 (2H, s), 6.80 (1H, t), 7.19 (2H, d), 7.68 (2H, d), 10.21 (1H, s), 10.45 (1H, s) The reactants are NC=1C=CC2=C(C(OC(N2C)=O)(C)C2=CC=C(C=C2)Cl)C1 (6-amino-4-(4-chlorophenyl)-1,4-dimethyl-1,4-dihydro-2H-3,1-benzoxazin-2-one), ClC1=CC(=CC=C1)I (1-chloro-3-iodobenzene), C=1C=CC(=CC1)P(C=2C=CC=CC2)C3=CC=C4C=CC=CC4=C3C5=C6C=CC=CC6=CC=C5P(C=7C=CC=CC7)C=8C=CC=CC8 (BINAP), CC(C)([O-])C.[Na+] (sodium t-butoxide), C1COCCOCCOCCOCCOCCO1 (18-crown-6). The reagents and catalysts are C=1C=CC(=CC1)/C=C/C(=O)/C=C/C2=CC=CC=C2.C=1C=CC(=CC1)/C=C/C(=O)/C=C/C2=CC=CC=C2.C=1C=CC(=CC1)/C=C/C(=O)/C=C/C2=CC=CC=C2.[Pd].[Pd] (Pd2(dba)3). The solvent is C1CCOC1 (THF). Conditions: time 2 day. The product is ClC1=CC=C(C=C1)C1(OC(N(C2=C1C=C(C=C2)NC2=CC(=CC=C2)Cl)C)=O)C (4-(4-chlorophenyl)-6-[(3-chlorophenyl)amino]-1,4-dimethyl-1,4-dihydro-2H-3,1-benzoxazin-2-one). Isolated yield 16.1%. RXN SMILES: [NH2:1][C:2]1[CH:3]=[CH:4][C:5]2[N:10]([CH3:11])[C:9](=[O:12])[O:8][C:7]([C:14]3[CH:19]=[CH:18][C:17]([Cl:20])=[CH:16][CH:15]=3)([CH3:13])[C:6]=2[CH:21]=1.[Cl:22][C:23]1[CH:28]=[CH:27][CH:26]=[C:25](I)[CH:24]=1.C1C=CC(P(C2C(C3C(P(C4C=CC=CC=4)C4C=CC=CC=4)=CC=C4C=3C=CC=C4)=C3C(C=CC=C3)=CC=2)C2C=CC=CC=2)=CC=1.CC(C)([O-])C.[Na+].C1OCCOCCOCCOCCOCCOC1>C1COCC1.C1C=CC(/C=C/C(/C=C/C2C=CC=CC=2)=O)=CC=1.C1C=CC(/C=C/C(/C=C/C2C=CC=CC=2)=O)=CC=1.C1C=CC(/C=C/C(/C=C/C2C=CC=CC=2)=O)=CC=1.[Pd].[Pd]>[Cl:20][C:17]1[CH:18]=[CH:19][C:14]([C:7]2([CH3:13])[C:6]3[CH:21]=[C:2]([NH:1][C:25]4[CH:26]=[CH:27][CH:28]=[C:23]([Cl:22])[CH:24]=4)[CH:3]=[CH:4][C:5]=3[N:10]([CH3:11])[C:9](=[O:12])[O:8]2)=[CH:15][CH:16]=1 |f:3.4,7.8.9.10.11|. Reported procedure: To a stirred solution of 6-amino-4-(4-chlorophenyl)-1,4-dimethyl-1,4-dihydro-2H-3,1-benzoxazin-2-one (0.09 g, 0.30 mmol) and 1-chloro-3-iodobenzene (0.2 mL, 1.62 mmol) in THF (2 mL) was added Pd2(dba)3 (0.03 g, 0.03 mmol), BINAP (0.03 g, 0.05 mmol), sodium t-butoxide (0.07 g, 0.45 mmol), and 18-crown-6 (0.12 g, 0.45 mmol). The reaction mixture was stirred at room temperature for 2 days, quenched with ammonium chloride solution (sat.) and extracted several times with ethyl acetate. The combined o...